describe an organic reaction: reactants, conditions, products, and yield From a dataset of the Open Reaction Database (ORD), a public repository of structured organic reaction records. Starting materials: IC1=CC2=C(C(=CO2)CCN)C=C1 (2-(6-iodo-benzofuran-3-yl)-ethylamine), O1CC(CCC1)=O (dihydro-pyran-3-one), [OH-].[Na+] (NaOH). The solvent is FC(C(=O)O)(F)F (trifluoroacetic acid). The product is IC1=CC2=C(C=C1)C1=C(O2)C2(COCCC2)NCC1 (7-iodo-3,4,5′,6′-tetrahydro-2H,4′H-spiro[1-benzofuro[2,3-c]pyridine-1,3′-pyran]). RXN SMILES: [I:1][C:2]1[CH:13]=[CH:12][C:5]2[C:6]([CH2:9][CH2:10][NH2:11])=[CH:7][O:8][C:4]=2[CH:3]=1.[O:14]1[CH2:19][CH2:18][CH2:17][C:16](=O)[CH2:15]1.[OH-].[Na+]>FC(F)(F)C(O)=O>[I:1][C:2]1[CH:13]=[CH:12][C:5]2[C:6]3[CH2:9][CH2:10][NH:11][C:16]4([CH2:17][CH2:18][CH2:19][O:14][CH2:15]4)[C:7]=3[O:8][C:4]=2[CH:3]=1 |f:2.3|. Procedure: A solution of 2-(6-iodo-benzofuran-3-yl)-ethylamine (1.00 g, 3.48 mmol) and dihydro-pyran-3-one (1.05 g, 10.4 mmol) in trifluoroacetic acid (4.00 mL) was heated at 80° C. for 15 h. The reaction mixture was cooled down, 1M aqueous NaOH was added and the mixture was extracted with DCM. The solvent was evaporated and the residue was purified by silica gel chromatography eluting with DCM-MeOH—NH4OH to afford the title product. mp 131-137° C. dec.; MS m/z 370 [M+H]+ The reactants are C(C)(C)(C)OC(=O)C1=CC(=C(C=C1)[C@@H]1CC[C@H](CC1)NC)CNC (trans-4-(4-tert.butoxycarbonyl-methylaminomethylphenyl)-N-methylcyclohexylamine), C1(=CC=CC=C1)C=CCC(=O)Cl (4-phenyl-3-butenoylchloride), petroleum ether ethyl acetate. Product: C(C)(C)(C)OC(=O)C1=CC(=C(C=C1)[C@@H]1CC[C@H](CC1)N(C(CC=CC1=CC=CC=C1)=O)C)CNC (trans-4-(4-tert.butoxycarbonyl-methylaminomethylphenyl)-N-methyl-N-(4-phenyl-3-butenoyl)cyclohexylamine). As a reaction SMILES: [C:1]([O:5][C:6]([C:8]1[CH:13]=[CH:12][C:11]([C@H:14]2[CH2:19][CH2:18][C@H:17]([NH:20][CH3:21])[CH2:16][CH2:15]2)=[C:10]([CH2:22][NH:23][CH3:24])[CH:9]=1)=[O:7])([CH3:4])([CH3:3])[CH3:2].[C:25]1([CH:31]=[CH:32][CH2:33][C:34](Cl)=[O:35])[CH:30]=[CH:29][CH:28]=[CH:27][CH:26]=1>>[C:1]([O:5][C:6]([C:8]1[CH:13]=[CH:12][C:11]([C@H:14]2[CH2:15][CH2:16][C@H:17]([N:20]([CH3:21])[C:34](=[O:35])[CH2:33][CH:32]=[CH:31][C:25]3[CH:30]=[CH:29][CH:28]=[CH:27][CH:26]=3)[CH2:18][CH2:19]2)=[C:10]([CH2:22][NH:23][CH3:24])[CH:9]=1)=[O:7])([CH3:4])([CH3:3])[CH3:2]. Procedure details: from trans-4-(4-tert.butoxycarbonyl-methylaminomethylphenyl)-N-methylcyclohexylamine and 4-phenyl-3-butenoylchloride. Colourless oil. Rf value: 0.5 (silica gel, petroleum ether/ethyl acetate=1:1, v:v). Reactants: CC(C)(C)OC(=O)NCc1ccc(NC(=O)CC2CCc3cc(Br)cc4[nH]c(=O)c(=O)n2c34)c(C(O)C(=O)O)c1, C1COCCO1, Cl. Yields the product NCc1ccc(NC(=O)CC2CCc3cc(Br)cc4[nH]c(=O)c(=O)n2c34)c(C(O)C(=O)O)c1, Cl. RXN SMILES: [Br:1][c:2]1[cH:3][c:4]2[c:5]3[n:6]([c:7](=[O:13])[c:8](=[O:12])[nH:9][c:10]3[cH:11]1)[CH:14]([CH2:17][C:18]([NH:19][c:20]1[c:21]([CH:35]([OH:36])[C:37](=[O:38])[OH:39])[cH:22][c:23]([CH2:26][NH:27][C:28]([O:29][C:30]([CH3:31])([CH3:32])[CH3:33])=[O:34])[cH:24][cH:25]1)=[O:40])[CH2:15][CH2:16]2.[CH2:42]1[O:43][CH2:44][CH2:45][O:46][CH2:47]1.[ClH:41]>>[Br:1][c:2]1[cH:3][c:4]2[c:5]3[n:6]([c:7](=[O:13])[c:8](=[O:12])[nH:9][c:10]3[cH:11]1)[CH:14]([CH2:17][C:18]([NH:19][c:20]1[c:21]([CH:35]([OH:36])[C:37](=[O:38])[OH:39])[cH:22][c:23]([CH2:26][NH2:27])[cH:24][cH:25]1)=[O:40])[CH2:15][CH2:16]2.[ClH:41]. The reactants are filtrate, C12CCCC(CC1)N2C2=C(C=C(CN)C=C2)C(F)(F)F (4-(8-azabicyclo[3.2.1]oct-8-yl)-3-(trifluoromethyl)benzylamine), NC1=C2C=NN(C2=CC=C1)C(=O)OC (Methyl 4-amino-1H-indazole-1-carboxylate), C(=O)(Cl)Cl (phosgene). Solvent: C1CCOC1 (THF), C1(=CC=CC=C1)C (toluene), C1(=CC=CC=C1)C (toluene). Yields the product C12CCCC(CC1)N2C2=C(C=C(CNC(=O)NC1=C3C=NN(C3=CC=C1)C(=O)OC)C=C2)C(F)(F)F (methyl 4-[({[4-(8-azabicyclo[3.2.1]oct-8-yl)-3-(trifluoromethyl)benzyl]amino}carbonyl)amino]-1H-indazole-1-carboxylate). As a reaction SMILES: [NH2:1][C:2]1[CH:10]=[CH:9][CH:8]=[C:7]2[C:3]=1[CH:4]=[N:5][N:6]2[C:11]([O:13][CH3:14])=[O:12].[C:15](Cl)(Cl)=[O:16].[CH:19]12[N:26]([C:27]3[CH:34]=[CH:33][C:30]([CH2:31][NH2:32])=[CH:29][C:28]=3[C:35]([F:38])([F:37])[F:36])[CH:23]([CH2:24][CH2:25]1)[CH2:22][CH2:21][CH2:20]2>C1(C)C=CC=CC=1.C1COCC1>[CH:23]12[N:26]([C:27]3[CH:34]=[CH:33][C:30]([CH2:31][NH:32][C:15]([NH:1][C:2]4[CH:10]=[CH:9][CH:8]=[C:7]5[C:3]=4[CH:4]=[N:5][N:6]5[C:11]([O:13][CH3:14])=[O:12])=[O:16])=[CH:29][C:28]=3[C:35]([F:38])([F:36])[F:37])[CH:19]([CH2:25][CH2:24]1)[CH2:20][CH2:21][CH2:22]2. Reported procedure: Methyl 4-amino-1H-indazole-1-carboxylate (1.72 g, 9.00 mmol) in toluene (300 mL) was treated with phosgene in toluene (9.00 mL, approx. 20% w/w) via syringe. The mixture was heated at reflux for 3.5 hours, allowed to cool to ambient temperature, and concentrated under reduced pressure. The residue was taken up in diethyl ether and concentrated under reduced pressure. The residue was again taken up in diethyl ether (325 mL) followed by addition of triethylamine (10 mL). The mixture was stirred br... Reagents/catalysts: C=1C=CC(=CC1)[P](C=2C=CC=CC2)(C=3C=CC=CC3)[Pd]([P](C=4C=CC=CC4)(C=5C=CC=CC5)C=6C=CC=CC6)([P](C=7C=CC=CC7)(C=8C=CC=CC8)C=9C=CC=CC9)[P](C=1C=CC=CC1)(C=1C=CC=CC1)C=1C=CC=CC1 (tetrakis(triphenylphosphine)palladium(0)). Reaction conditions: time 3 hour. Reactants: IC=1C=C(C(=O)OC(C)(C)C)C=CC1 (tert-butyl 3-iodobenzoate), [I-].COC(=O)CCC[Zn+] (3-methoxycarbonylpropylzinc iodide). Run in C1CCOC1 (THF). Yield: 39.9%. Product: C(C)(C)(C)OC(=O)C=1C=C(C=CC1)CCCC(=O)OC (Methyl 4-(3-tert-Butoxycarbonylphenyl)butanoate). As a reaction SMILES: I[C:2]1[CH:3]=[C:4]([CH:12]=[CH:13][CH:14]=1)[C:5]([O:7][C:8]([CH3:11])([CH3:10])[CH3:9])=[O:6].[I-].[CH3:16][O:17][C:18]([CH2:20][CH2:21][CH2:22][Zn+])=[O:19]>C1COCC1.C1C=CC([P]([Pd]([P](C2C=CC=CC=2)(C2C=CC=CC=2)C2C=CC=CC=2)([P](C2C=CC=CC=2)(C2C=CC=CC=2)C2C=CC=CC=2)[P](C2C=CC=CC=2)(C2C=CC=CC=2)C2C=CC=CC=2)(C2C=CC=CC=2)C2C=CC=CC=2)=CC=1>[C:8]([O:7][C:5]([C:4]1[CH:3]=[C:2]([CH2:22][CH2:21][CH2:20][C:18]([O:17][CH3:16])=[O:19])[CH:14]=[CH:13][CH:12]=1)=[O:6])([CH3:11])([CH3:10])[CH3:9] |f:1.2,^1:32,34,53,72|. Procedure: A mixture of tert-butyl 3-iodobenzoate (2 g, 6.58 mmol) and tetrakis(triphenylphosphine)palladium(0) (250 mg, 0.329 mmol) in THF (10 ml) was treated with a freshly prepared 3-methoxycarbonylpropylzinc iodide (0.25 M in THF, 27 ml, 6.58 mmol). The mixture was stirred at room temperature for 3 hours, quenched with saturated aqueous ammonium chloride (5 ml) and extracted with diethyl ether. The organic phase was washed with saturated aqueous ammonium chloride, brine, dried over sodium sulfate and c...